Dataset: the Open Reaction Database (ORD), a public repository of structured organic reaction records. Task: describe an organic reaction: reactants, conditions, products, and yield Reactants: CN(CCN)C (N,N-dimethylethylenediamine), P(Cl)(Cl)Cl (phosphorus trichloride), NC=1SC(=C(N1)C(=O)O)C1=CC=NC=C1 (2-amino-5-(4-pyridyl)-4-thiazolecarboxylic acid), C([O-])([O-])=O.[K+].[K+] (potassium carbonate). Run in N1=CC=CC=C1 (pyridine), O (water). Conditions: temperature 100 celsius, time 5 hour. The product is NC=1SC(=C(N1)C(NCCN(C)C)=O)C1=CC=NC=C1 (2-amino-4-[N-[2-(N,N-dimethylamino)ethyl]carbamoyl]-5-(4-pyridyl)thiazole). RXN SMILES: [CH3:1][N:2]([CH3:6])[CH2:3][CH2:4][NH2:5].P(Cl)(Cl)Cl.[NH2:11][C:12]1[S:13][C:14]([C:20]2[CH:25]=[CH:24][N:23]=[CH:22][CH:21]=2)=[C:15]([C:17](O)=[O:18])[N:16]=1.C(=O)([O-])[O-].[K+].[K+]>N1C=CC=CC=1.O>[NH2:11][C:12]1[S:13][C:14]([C:20]2[CH:25]=[CH:24][N:23]=[CH:22][CH:21]=2)=[C:15]([C:17](=[O:18])[NH:5][CH2:4][CH2:3][N:2]([CH3:6])[CH3:1])[N:16]=1 |f:3.4.5|. Procedure: To a solution of N,N-dimethylethylenediamine (0.59 ml) in pyridine (10 ml) were added phosphorus trichloride (1.3 g) and 2-amino-5-(4-pyridyl)-4-thiazolecarboxylic acid (1.5 g) and the mixture was stirred at 100° C. for 5 hours. The reaction mixture was poured into water (50 ml), adjusted to pH 8 with aqueous potassium carbonate and extracted with a mixture of chloroform and tetrahydrofuran. The extract was dried over magnesium sulfate and evaporated in vacuo to give 2-amino-4-[N-[2-(N,N-dimethy... As a reaction SMILES: [C:34]([BH3-:35])#[N:36].[CH3:38][N:39]([P:40]([N:41]([CH3:42])[CH3:43])([N:44]([CH3:45])[CH3:46])=[O:47])[CH3:48].[I-:33].[Na+:32].[Na+:37].[OH2:49].[c:12]1([C:18](=[CH:19][CH2:20][CH2:21][CH2:22][CH2:23][CH2:24][OH:25])[c:26]2[cH:27][n:28][cH:29][cH:30][cH:31]2)[cH:13][cH:14][cH:15][cH:16][cH:17]1.[c:1]1([CH3:2])[cH:3][cH:4][c:5]([S:6]([O-:7])(=[O:8])=[O:9])[cH:10][cH:11]1>>[c:12]1([C:18](=[CH:19][CH2:20][CH2:21][CH2:22][CH2:23][CH3:24])[c:26]2[cH:27][n:28][cH:29][cH:30][cH:31]2)[cH:13][cH:14][cH:15][cH:16][cH:17]1. The product is CCCCCC=C(c1ccccc1)c1cccnc1. Reactants: [BH3-]C#N, CN(C)P(=O)(N(C)C)N(C)C, [I-], [Na+], [Na+], O, OCCCCCC=C(c1ccccc1)c1cccnc1, Cc1ccc(S(=O)(=O)[O-])cc1. The reactants are C(C)(=O)O[BH-](OC(C)=O)OC(C)=O.[Na+] (sodium triacetoxyborohydride), N1N=CC2=CC(=CC=C12)NC1CCC(CC1)=O (4-(1H-5-Indazolylamino)-1-cyclohexanone), N1N=CC2=CC(=CC=C12)NC1CCC(CC1)=O (4-(1H-5-Indazolylamino)-1-cyclohexanone), C(CCCC)N (amylamine), Cl.CO (Hydrochloric acid methanol). The solvent is CO (methanol). Conditions: time 18 hour. Product: N1N=CC2=CC(=CC=C12)NC1CCC(CC1)NCCCCC (N1-(1H-5-Indazolyl)-N4-pentyl-1,4-cyclohexanediamine). The yield is 13.4%. RXN SMILES: [NH:1]1[C:9]2[C:4](=[CH:5][C:6]([NH:10][CH:11]3[CH2:16][CH2:15][C:14](=O)[CH2:13][CH2:12]3)=[CH:7][CH:8]=2)[CH:3]=[N:2]1.[CH2:18]([NH2:23])[CH2:19][CH2:20][CH2:21][CH3:22].C(O[BH-](OC(=O)C)OC(=O)C)(=O)C.[Na+].Cl.CO>CO>[NH:1]1[C:9]2[C:4](=[CH:5][C:6]([NH:10][CH:11]3[CH2:16][CH2:15][CH:14]([NH:23][CH2:18][CH2:19][CH2:20][CH2:21][CH3:22])[CH2:13][CH2:12]3)=[CH:7][CH:8]=2)[CH:3]=[N:2]1 |f:2.3,4.5|. Reported procedure: 4-(1H-5-Indazolylamino)-1-cyclohexanone (intermediate 3) (57 mg) and amylamine (44 mg) were dissolved in methanol (1 ml), and sodium triacetoxyborohydride (105 mg) was added by portions to the solution at room temperature. The reaction mixture was stirred at room temperature for 18 hr. Hydrochloric acid-methanol was then added thereto, and the reaction mixture was stirred and was then concentrated. The residue was purified by HPLC [0.5% aqueous trifluoroacetic acid solution/acetonitrile] to give... The reactants are ClC1=NC=C(C(=N1)NC(CC)CC)C#CC(OCC)OCC ([2-Chloro-5-(3,3-diethoxy-prop-1-ynyl)-pyrimidin-4-yl]-(1-ethyl-propyl)-amine), CCCC[N+](CCCC)(CCCC)CCCC.[F-] (TBAF). The solvent is C1CCOC1 (THF), C1CCOC1 (THF). Run at temperature 68 celsius. Product: ClC=1N=CC2=C(N1)N(C(=C2)C(OCC)OCC)C(CC)CC (2-Chloro-6-diethoxymethyl-7-(1-ethyl-propyl)-7H-pyrrolo[2,3-d]pyrimidine). Isolated yield 94.2%. Reaction SMILES: [Cl:1][C:2]1[N:7]=[C:6]([NH:8][CH:9]([CH2:12][CH3:13])[CH2:10][CH3:11])[C:5]([C:14]#[C:15][CH:16]([O:20][CH2:21][CH3:22])[O:17][CH2:18][CH3:19])=[CH:4][N:3]=1.CCCC[N+](CCCC)(CCCC)CCCC.[F-]>C1COCC1>[Cl:1][C:2]1[N:3]=[CH:4][C:5]2[CH:14]=[C:15]([CH:16]([O:20][CH2:21][CH3:22])[O:17][CH2:18][CH3:19])[N:8]([CH:9]([CH2:12][CH3:13])[CH2:10][CH3:11])[C:6]=2[N:7]=1 |f:1.2|. Procedure: To a solution of [2-Chloro-5-(3,3-diethoxy-prop-1-ynyl)-pyrimidin-4-yl]-(1-ethyl-propyl)-amine (326 mg, 1 mmol) in THF (2 mL) is added a solution of 1M TBAF in THF (5 mL, 5 mmol) at ambient temperature. The reaction mixture is heated at 68° C. for 2 hours. After cooling down, the mixture is concentrated in vacuo. The crude product is purified by column chromatography (SiO2, EtOAc:Heptane=5:95 to 40:60) to give 307 mg of the title compound as a colorless oil. Starting materials: C(CCC)[Li] (n-butyllithium), C(C1=CC=CC=C1)C1=C(C=O)C=CC=C1 (2-benzylbenzaldehyde), O (water), COC(CCCC#C)(OC)OC (1,1,1-trimethoxy-5-hexyne). The solvent is CCCCCC (hexane), O1CCCC1 (THF), O1CCCC1 (tetrahydrofuran). Conditions: time 1 hour. Yields the product OC(C#CCCCC(=O)OC)C1=C(C=CC=C1)CC1=CC=CC=C1 (Methyl 7-hydroxy-7-[2-(phenylmethyl)phenyl]-5-heptynoate). Yield: 56.0%. As a reaction SMILES: CO[C:3]([O:11]C)([O:9][CH3:10])[CH2:4][CH2:5][CH2:6][C:7]#[CH:8].C([Li])CCC.[CH2:18]([C:25]1[CH:32]=[CH:31][CH:30]=[CH:29][C:26]=1[CH:27]=[O:28])[C:19]1[CH:24]=[CH:23][CH:22]=[CH:21][CH:20]=1.O>O1CCCC1.CCCCCC>[OH:28][CH:27]([C:26]1[CH:29]=[CH:30][CH:31]=[CH:32][C:25]=1[CH2:18][C:19]1[CH:24]=[CH:23][CH:22]=[CH:21][CH:20]=1)[C:8]#[C:7][CH2:6][CH2:5][CH2:4][C:3]([O:9][CH3:10])=[O:11]. Reported procedure: To a stirred mixture of 2.19 g (12.73 mmol) 1,1,1-trimethoxy-5-hexyne in 15 ml dry tetrahydrofuran (THF) at -78° under nitrogen was added 8.37 ml of 1.52M n-butyllithium (12.73 mmol) in hexane dropwise. The mixture was stirred at -78° for 1 hour and 2.0 g of 2-benzylbenzaldehyde (10.20 mmol) in 10 ml dry THF was added dropwise at -78°. The mixture was stirred at room temperature for 12 hours and poured into water. The reaction mixture was extracted with ether (2×75 ml) and the combined organic l... Starting materials: O=C(O)C1NCC2CCCCC21, [Na+], [Na+], O=C([O-])[O-], O, Cc1ccc(S(=O)(=O)Cl)cc1. Yields the product Cc1ccc(S(=O)(=O)N2CC3CCCCC3C2C(=O)O)cc1. RXN SMILES: [CH:1]1([C:10](=[O:11])[OH:12])[NH:2][CH2:3][CH:4]2[CH2:5][CH2:6][CH2:7][CH2:8][CH:9]12.[Na+:24].[Na+:25].[O-:26][C:27](=[O:28])[O-:29].[OH2:30].[c:13]1([CH3:23])[cH:14][cH:15][c:16]([S:19](=[O:20])(=[O:21])[Cl:22])[cH:17][cH:18]1>>[CH:1]1([C:10](=[O:11])[OH:12])[N:2]([S:19]([c:16]2[cH:15][cH:14][c:13]([CH3:23])[cH:18][cH:17]2)(=[O:20])=[O:21])[CH2:3][CH:4]2[CH2:5][CH2:6][CH2:7][CH2:8][CH:9]12. Starting materials: CC(C)=O, CCOC(CBr)=Nc1ccc(Cl)cc1C(=O)c1ccccc1, [I-], [Na+]. The product is CCOC(CI)=Nc1ccc(Cl)cc1C(=O)c1ccccc1. Reaction SMILES: [CH3:25][C:26](=[O:27])[CH3:28].[Cl:1][c:2]1[cH:3][cH:4][c:5]([N:16]=[C:17]([CH2:18][Br:19])[O:20][CH2:21][CH3:22])[c:6]([C:7](=[O:8])[c:9]2[cH:10][cH:11][cH:12][cH:13][cH:14]2)[cH:15]1.[I-:24].[Na+:23]>>[Cl:1][c:2]1[cH:3][cH:4][c:5]([N:16]=[C:17]([CH2:18][I:24])[O:20][CH2:21][CH3:22])[c:6]([C:7](=[O:8])[c:9]2[cH:10][cH:11][cH:12][cH:13][cH:14]2)[cH:15]1.